From a dataset of the Open Reaction Database (ORD), a public repository of structured organic reaction records. describe an organic reaction: reactants, conditions, products, and yield Starting materials: N1C=CC2=C1N=CC=C2O (1H-pyrrolo[2,3-b]pyridin-4-ol), C(=O)([O-])[O-].[K+].[K+] (K2CO3), ClC1=NC=C(C=C1Cl)[N+](=O)[O-] (2,3-dichloro-5-nitropyridine). Solvent: CC#N (MeCN). Run at time 10 minute. The product is ClC=1C(=NC=C(C1)[N+](=O)[O-])OC1=C2C(=NC=C1)NC=C2 (4-(3-Chloro-5-nitropyridin-2-yloxy)-1H-pyrrolo[2,3-b]pyridine). Isolated yield 54.1%. RXN SMILES: [NH:1]1[C:5]2[N:6]=[CH:7][CH:8]=[C:9]([OH:10])[C:4]=2[CH:3]=[CH:2]1.C([O-])([O-])=O.[K+].[K+].Cl[C:18]1[C:23]([Cl:24])=[CH:22][C:21]([N+:25]([O-:27])=[O:26])=[CH:20][N:19]=1>CC#N>[Cl:24][C:23]1[C:18]([O:10][C:9]2[CH:8]=[CH:7][N:6]=[C:5]3[NH:1][CH:2]=[CH:3][C:4]=23)=[N:19][CH:20]=[C:21]([N+:25]([O-:27])=[O:26])[CH:22]=1 |f:1.2.3|. Procedure details: To a solution of 1H-pyrrolo[2,3-b]pyridin-4-ol (210 mg, 1.56 mmol, see: Thibault, C. et al. Org. Lett. 2003, 5, 5023) in 3 mL of MeCN was added K2CO3 (240 mg, 1.74 mmol). The suspension was stirred for 10 min and treated with 2,3-dichloro-5-nitropyridine (270 mg, 1.40 mmol, see: Koch, V. and Schnatterer, S. Synthesis, 1990, 499). The reaction mixture was stirred for 12 h and quenched with 20 mL of H2O. The solution was extracted with EtOAc and the organic layer was washed with brine, and dried o... Procedure: A solution of 30 g of the nitrobenzoic acid methyl ester obtained according to (b) in 500 ml of dioxane is hydrogenated catalytically in the presence of Raney nickel. After completion of the absorption of hydrogen, the whole is filtered and the filtrate is concentrated. The residue yields, on recrystallization from methanol, the desired compound in the form of colourless crystals melting at 153°-156° C in a very good yield. The reactants are COC(C1=C(C=CC=C1)[N+](=O)[O-])=O (nitrobenzoic acid methyl ester), COC(C1=CC(=C(C(=C1)[N+](=O)[O-])OC1=CC=CC=C1)N1CCCC1)=O (3-(1-Pyrrolidinyl)-4-phenoxy-5-nitrobenzoic acid methyl ester). Solvent: O1CCOCC1 (dioxane). Reagents/catalysts: [Ni] (Raney nickel). RXN SMILES: COC(=O)C1C=CC=CC=1[N+]([O-])=O.[CH3:14][O:15][C:16](=[O:38])[C:17]1[CH:22]=[C:21]([N+:23]([O-])=O)[C:20]([O:26][C:27]2[CH:32]=[CH:31][CH:30]=[CH:29][CH:28]=2)=[C:19]([N:33]2[CH2:37][CH2:36][CH2:35][CH2:34]2)[CH:18]=1>O1CCOCC1.[Ni]>[CH3:14][O:15][C:16](=[O:38])[C:17]1[CH:22]=[C:21]([NH2:23])[C:20]([O:26][C:27]2[CH:32]=[CH:31][CH:30]=[CH:29][CH:28]=2)=[C:19]([N:33]2[CH2:34][CH2:35][CH2:36][CH2:37]2)[CH:18]=1. Product: COC(C1=CC(=C(C(=C1)N)OC1=CC=CC=C1)N1CCCC1)=O (3-(1-Pyrrolidinyl)-4-phenoxy-5-amino-benzoic acid methyl ester). Starting materials: C(C)OC([C@H]1NCSC1C(CC1CC2=CC=CC=C2CC1)=O)=O (3-(1,2,3,4-tetrahydronaphthalen-2-ylacetyl)-L-thioproline ethyl ester), [OH-].[Na+] (sodium hydroxide). Run in C(C)O (ethanol). Reaction conditions: time 3 hour. Product: colorless crystals, C1C(CCC2=CC=CC=C12)CC(=O)C1[C@H](NCS1)C(=O)O (3-(1,2,3,4-tetrahydronaphthalen-2-ylacetyl)-L-thioproline). Yield: 82.0%. As a reaction SMILES: C([O:3][C:4](=[O:23])[C@@H:5]1[CH:9]([C:10](=[O:22])[CH2:11][CH:12]2[CH2:21][CH2:20][C:19]3[C:14](=[CH:15][CH:16]=[CH:17][CH:18]=3)[CH2:13]2)[S:8][CH2:7][NH:6]1)C.[OH-].[Na+]>C(O)C>[CH2:13]1[C:14]2[C:19](=[CH:18][CH:17]=[CH:16][CH:15]=2)[CH2:20][CH2:21][CH:12]1[CH2:11][C:10]([CH:9]1[S:8][CH2:7][NH:6][C@@H:5]1[C:4]([OH:23])=[O:3])=[O:22] |f:1.2|. Procedure: To a solution of 2.0 g of 3-(1,2,3,4-tetrahydronaphthalen-2-ylacetyl)-L-thioproline ethyl ester prepared in Reference Example 17 in 23 ml of ethanol was added 37 ml of 1 N sodium hydroxide at room temperature, and the mixture was stirred at the same temperature. After 3 hours, ethanol was evaporated under reduced pressure. After the addition of 100 ml of water and washing with benzene, the water layer was acidified with the addition of diluted hydrochloric acid and extracted with ethyl acetate. ... The reactants are ClCCl, CC1CN(C(=O)COc2ccc(Cl)cc2CO)C(C)CN1Cc1ccc(F)cc1, O=S(Cl)Cl. The product is CC1CN(C(=O)COc2ccc(Cl)cc2CCl)C(C)CN1Cc1ccc(F)cc1. Reaction SMILES: [CH2:34]([Cl:35])[Cl:36].[Cl:1][c:2]1[cH:3][c:4]([CH2:28][OH:29])[c:5]([O:6][CH2:7][C:8](=[O:9])[N:10]2[CH:11]([CH3:25])[CH2:12][N:13]([CH2:17][c:18]3[cH:19][cH:20][c:21]([F:24])[cH:22][cH:23]3)[CH:14]([CH3:16])[CH2:15]2)[cH:26][cH:27]1.[S:30]([Cl:31])([Cl:32])=[O:33]>>[Cl:1][c:2]1[cH:3][c:4]([CH2:28][Cl:32])[c:5]([O:6][CH2:7][C:8](=[O:9])[N:10]2[CH:11]([CH3:25])[CH2:12][N:13]([CH2:17][c:18]3[cH:19][cH:20][c:21]([F:24])[cH:22][cH:23]3)[CH:14]([CH3:16])[CH2:15]2)[cH:26][cH:27]1. Reactants: CC(C)([O-])C.[K+] (potassium tert-butoxide), C1(CC1)CO (Cyclopropyl-methanol), COC(=O)C1=NC(=C(N=C1)Br)C1=CC=C(C=C1)F (5-bromo-6-(4-fluoro-phenyl)-pyrazine-2-carboxylic acid methyl ester). The solvent is O1CCCC1 (tetrahydrofuran), O1CCCC1 (tetrahydrofuran). Reaction conditions: time 8 hour. Product: FC1=CC=C(C=C1)C1=C(N=CC(=N1)C(=O)O)OCC1CC1 (6-(4-fluoro-phenyl)-5-cyclopropylmethoxy-pyrazine-2-carboxylic acid). As a reaction SMILES: [CH:1]1([CH2:4][OH:5])[CH2:3][CH2:2]1.CC(C)([O-])C.[K+].C[O:13][C:14]([C:16]1[CH:21]=[N:20][C:19](Br)=[C:18]([C:23]2[CH:28]=[CH:27][C:26]([F:29])=[CH:25][CH:24]=2)[N:17]=1)=[O:15]>O1CCCC1>[F:29][C:26]1[CH:25]=[CH:24][C:23]([C:18]2[N:17]=[C:16]([C:14]([OH:15])=[O:13])[CH:21]=[N:20][C:19]=2[O:5][CH2:4][CH:1]2[CH2:3][CH2:2]2)=[CH:28][CH:27]=1 |f:1.2|. Procedure details: Cyclopropyl-methanol (2.2 g, 30.6 mmol, 10.0 eq) was dissolved in dry tetrahydrofuran (10 ml, 20 vol) and potassium tert-butoxide (3.4 g, 30.6 mmol, 10.0 eq) added portion-wise. After stirring for 15 minutes at room temperature 5-bromo-6-(4-fluoro-phenyl)-pyrazine-2-carboxylic acid methyl ester (0.95 g, 3.06 mmol, 1.0 eq) was added drop-wise as a tetrahydrofuran (10 ml) solution. The reaction mixture was stirred overnight at room temperature or until deemed complete by HPLC-MS analysis. The solu... Reactants: CC1(OCC(O1)COC1=CC=2N(C=C1)C(=CN2)C(=O)NC2=C1C(=NN(C1=CC=C2)CC2=NC(=CC=C2)C)C)C (7-((2,2-Dimethyl-1,3-dioxolan-4-yl)methoxy)-N-(3-methyl-1-((6-methylpyridin-2-yl)methyl)-1H-indazol-4-yl)imidazo[1,2-a]pyridine-3-carboxamide). The solvent is FC(C(=O)O)(F)F.O (trifluoroacetic acid water). Run at time 1 hour. The product is OC(COC1=CC=2N(C=C1)C(=CN2)C(=O)NC2=C1C(=NN(C1=CC=C2)CC2=NC(=CC=C2)C)C)CO (7-(2,3-dihydroxypropoxy)-N-(3-methyl-1-((6-methylpyridin-2-yl)methyl)-1H-indazol-4-yl)imidazo[1,2-a]pyridine-3-carboxamide), residue. Reaction SMILES: CC1(C)[O:6][CH:5]([CH2:7][O:8][C:9]2[CH:14]=[CH:13][N:12]3[C:15]([C:18]([NH:20][C:21]4[CH:29]=[CH:28][CH:27]=[C:26]5[C:22]=4[C:23]([CH3:38])=[N:24][N:25]5[CH2:30][C:31]4[CH:36]=[CH:35][CH:34]=[C:33]([CH3:37])[N:32]=4)=[O:19])=[CH:16][N:17]=[C:11]3[CH:10]=2)[CH2:4][O:3]1>FC(F)(F)C(O)=O.O>[OH:6][CH:5]([CH2:4][OH:3])[CH2:7][O:8][C:9]1[CH:14]=[CH:13][N:12]2[C:15]([C:18]([NH:20][C:21]3[CH:29]=[CH:28][CH:27]=[C:26]4[C:22]=3[C:23]([CH3:38])=[N:24][N:25]4[CH2:30][C:31]3[CH:36]=[CH:35][CH:34]=[C:33]([CH3:37])[N:32]=3)=[O:19])=[CH:16][N:17]=[C:11]2[CH:10]=1 |f:1.2|. Procedure details: 7-((2,2-Dimethyl-1,3-dioxolan-4-yl)methoxy)-N-(3-methyl-1-((6-methylpyridin-2-yl)methyl)-1H-indazol-4-yl)imidazo[1,2-a]pyridine-3-carboxamide (11 mg, 0.02 mmol) was taken up in 50% trifluoroacetic acid/water and stirred at ambient temperature for 1 hour. Concentrated and dried under high vacuum for an hour before treating with excess 2 M hydrochloric acid in diethyl ether. The solution was stirred for an hour and then concentrated to give 7-(2,3-dihydroxypropoxy)-N-(3-methyl-1-((6-methylpyridin-... Reactants: ClC1=CC=C(C=C1)C=1C=C2C(=NC1)NC=C2C(=O)C=2C(=C(C=CC2F)NS(=O)(=O)CCC)F (N-(3-(5-(4-chlorophenyl)-1H-pyrrolo[2,3-b]pyridine-3-carbonyl)-2,4-difluorophenyl)propane-1-sulfonamide), C(=O)([O-])[O-].[K+].[K+] (K2CO3), C(OC(C)Cl)(OCC)=O (1-chloroethyl ethyl carbonate). The reagents and catalysts are CCCC[N+](CCCC)(CCCC)CCCC.[Br-] (TBAB). Run in CN(C)C=O (DMF), CCOC(=O)C (EtOAc), CN(C)C=O (DMF). Reaction conditions: time 10 minute. Product: C(OC(C)N1C=C(C=2C1=NC=C(C2)C2=CC=C(C=C2)Cl)C(C2=C(C(=CC=C2F)NS(=O)(=O)CCC)F)=O)(OCC)=O (1-(5-(4-chlorophenyl)-3-(2,6-difluoro-3-(propylsulfonamido)benzoyl)-1H-pyrrolo[2,3-b]pyridin-1-yl)ethyl ethyl carbonate). Yield: 50.3%. As a reaction SMILES: [Cl:1][C:2]1[CH:7]=[CH:6][C:5]([C:8]2[CH:9]=[C:10]3[C:16]([C:17]([C:19]4[C:20]([F:33])=[C:21]([NH:26][S:27]([CH2:30][CH2:31][CH3:32])(=[O:29])=[O:28])[CH:22]=[CH:23][C:24]=4[F:25])=[O:18])=[CH:15][NH:14][C:11]3=[N:12][CH:13]=2)=[CH:4][CH:3]=1.C([O-])([O-])=O.[K+].[K+].[C:40](=[O:48])([O:45][CH2:46][CH3:47])[O:41][CH:42](Cl)[CH3:43]>CN(C=O)C.CCCC[N+](CCCC)(CCCC)CCCC.[Br-].CCOC(C)=O>[C:40](=[O:48])([O:45][CH2:46][CH3:47])[O:41][CH:42]([N:14]1[C:11]2=[N:12][CH:13]=[C:8]([C:5]3[CH:6]=[CH:7][C:2]([Cl:1])=[CH:3][CH:4]=3)[CH:9]=[C:10]2[C:16]([C:17](=[O:18])[C:19]2[C:24]([F:25])=[CH:23][CH:22]=[C:21]([NH:26][S:27]([CH2:30][CH2:31][CH3:32])(=[O:28])=[O:29])[C:20]=2[F:33])=[CH:15]1)[CH3:43] |f:1.2.3,6.7|. Reported procedure: To a solution of N-(3-(5-(4-chlorophenyl)-1H-pyrrolo[2,3-b]pyridine-3-carbonyl)-2,4-difluorophenyl)propane-1-sulfonamide (0.1 g, 0.2 mmol) in DMF (1 mL) was added K2CO3 (85 mg, 0.6 mmol). The reaction was stirred at rt for 10 min, followed by the addition of TBAB (132 mg, 0.4 mmol) and a solution of 1-chloroethyl ethyl carbonate (35 mg, 0.25 mmol) in DMF (100 μA). The mixture was stirred at rt for 16 h, then diluted with EtOAc (40 mL) and filtered. The filtrate was concentrated in vacuo and the ... Starting materials: NC=1C=C(CN2C(SC3=C2C=C(C=C3)Cl)=O)C=CC1 (3-(3-aminobenzyl)-5-chloro-3H-benzothiazol-2-one), ClCCl (dichloromethane), ClC(=O)O.CN1CCN(CC1)CCC (3-(4-methylpiperazin-1-yl)propane 1-chloroformate), CCN(C(C)C)C(C)C (DIPEA). The solvent is C1CCOC1 (THF). Run at time 8 hour. The product is ClC=1C=CC2=C(N(C(S2)=O)CC=2C=C(C=CC2)NC(OCCCN2CCN(CC2)C)=O)C1 (3-(4-methylpiperazin-1-yl)propyl [3-(5-chloro-2-oxobenzothiazol-3-ylmethyl)phenyl]carbamate). As a reaction SMILES: [NH2:1][C:2]1[CH:3]=[C:4]([CH:17]=[CH:18][CH:19]=1)[CH2:5][N:6]1[C:10]2[CH:11]=[C:12]([Cl:15])[CH:13]=[CH:14][C:9]=2[S:8][C:7]1=[O:16].Cl[C:21]([OH:23])=[O:22].[CH3:24][N:25]1[CH2:30][CH2:29][N:28]([CH2:31][CH2:32][CH3:33])[CH2:27][CH2:26]1.CCN(C(C)C)C(C)C.ClCCl>C1COCC1>[Cl:15][C:12]1[CH:13]=[CH:14][C:9]2[S:8][C:7](=[O:16])[N:6]([CH2:5][C:4]3[CH:3]=[C:2]([NH:1][C:21](=[O:22])[O:23][CH2:33][CH2:32][CH2:31][N:28]4[CH2:29][CH2:30][N:25]([CH3:24])[CH2:26][CH2:27]4)[CH:19]=[CH:18][CH:17]=3)[C:10]=2[CH:11]=1 |f:1.2|. Procedure: 173 mg (0.36 mmol) of 3-(3-aminobenzyl)-5-chloro-3H-benzothiazol-2-one and 198 mg (0.67 mmol) of 3-(4-methylpiperazin-1-yl)propane 1-chloroformate are suspended in 3 ml of THF, and 253 μl (1.46 mmol) of DIPEA are added. The reaction mixture is stirred overnight at room temperature. 50 ml of dichloromethane are added to the suspension, which is subsequently washed with 10 ml of 2N NaOH, dried and evaporated. The crude product is purified by means of preparative HPLC. The product “A13” is in the f... The reactants are C([O-])(O)=O.[Na+] (sodium bicarbonate), NC1=C(C=NN1C1=CC2=C(NC(=N2)C)C=C1)C(=O)C=1N(C2=CC=C(C=C2C1)Br)S(=O)(=O)C1=CC=C(C=C1)C ([5-amino-1-(2-methyl-1H-benzimidazol-5-yl)-1H-pyrazol-4-yl]-[5-bromo-1-(toluene-4-sulfonyl)-1H-indol-2-yl]-methanone), COC1=NC=C(C=C1)B(O)O (2-methoxy-5-pyridine boronic acid). Reagents/catalysts: Cl[Pd]([P](C1=CC=CC=C1)(C2=CC=CC=C2)C3=CC=CC=C3)([P](C4=CC=CC=C4)(C5=CC=CC=C5)C6=CC=CC=C6)Cl (dichlorobis(triphenylphosphine)palladium). The yield is 85.0%. Product: NC1=C(C=NN1C1=CC2=C(NC(=N2)C)C=C1)C(=O)C=1N(C2=CC=C(C=C2C1)C=1C=NC(=CC1)OC)S(=O)(=O)C1=CC=C(C=C1)C ([5-amino-1-(2-methyl-1H-benzimidazol-5-yl)-1H-pyrazol-4-yl]-[5-(6-methoxy-pyridin-3-yl)-1-(toluene-4-sulfonyl)-1H-indol-2-yl]-methanone), solid. The solvent is O1CCOCC1 (dioxane). RXN SMILES: [NH2:1][C:2]1[N:6]([C:7]2[CH:16]=[CH:15][C:10]3[NH:11][C:12]([CH3:14])=[N:13][C:9]=3[CH:8]=2)[N:5]=[CH:4][C:3]=1[C:17]([C:19]1[N:20]([S:29]([C:32]2[CH:37]=[CH:36][C:35]([CH3:38])=[CH:34][CH:33]=2)(=[O:31])=[O:30])[C:21]2[C:26]([CH:27]=1)=[CH:25][C:24](Br)=[CH:23][CH:22]=2)=[O:18].[CH3:39][O:40][C:41]1[CH:46]=[CH:45][C:44](B(O)O)=[CH:43][N:42]=1.C(=O)(O)[O-].[Na+]>Cl[Pd](Cl)([P](C1C=CC=CC=1)(C1C=CC=CC=1)C1C=CC=CC=1)[P](C1C=CC=CC=1)(C1C=CC=CC=1)C1C=CC=CC=1.O1CCOCC1>[NH2:1][C:2]1[N:6]([C:7]2[CH:16]=[CH:15][C:10]3[NH:11][C:12]([CH3:14])=[N:13][C:9]=3[CH:8]=2)[N:5]=[CH:4][C:3]=1[C:17]([C:19]1[N:20]([S:29]([C:32]2[CH:37]=[CH:36][C:35]([CH3:38])=[CH:34][CH:33]=2)(=[O:31])=[O:30])[C:21]2[C:26]([CH:27]=1)=[CH:25][C:24]([C:44]1[CH:43]=[N:42][C:41]([O:40][CH3:39])=[CH:46][CH:45]=1)=[CH:23][CH:22]=2)=[O:18] |f:2.3,^1:57,76|. Reported procedure: A mixture of dioxane (0.6 ml), [5-amino-1-(2-methyl-1H-benzimidazol-5-yl)-1H-pyrazol-4-yl]-[5-bromo-1-(toluene-4-sulfonyl)-1H-indol-2-yl]-methanone (60 mg, 0.102 mmol), dichlorobis(triphenylphosphine)palladium (II) (14 mg, 0.020 mmol), 2-methoxy-5-pyridine boronic acid (39 mg, 0.255 mmol), and an aqueous solution of 2 M sodium bicarbonate (0.255 mL, 0.51 mmol) was stirred at 140° C. for six minutes in a microwave reactor. The reaction mixture was filtered through Celite, and washed with ethyl ac...